This data is from the Open Reaction Database (ORD), a public repository of structured organic reaction records. The task is: describe an organic reaction: reactants, conditions, products, and yield The reactants are CC(C)(C)OC(=O)N1CCN(c2ccc3nc(C(=O)c4ccnc(Br)c4)[nH]c3n2)CC1, Cc1nn(C(=O)OC(C)(C)C)c(C)c1B1OC(C)(C)C(C)(C)O1, [K+], [K+], [K+], C1COCCO1, O, O=P([O-])([O-])[O-]. Product: Cc1nn(C(=O)OC(C)(C)C)c(C)c1-c1cc(C(=O)c2nc3ccc(N4CCN(C(=O)OC(C)(C)C)CC4)nc3[nH]2)ccn1. As a reaction SMILES: [C:1]([CH3:2])([CH3:3])([CH3:4])[O:5][C:6](=[O:7])[N:8]1[CH2:9][CH2:10][N:11]([c:14]2[cH:15][cH:16][c:17]3[c:18]([n:19]2)[nH:20][c:21]([C:23](=[O:24])[c:25]2[cH:26][c:27]([Br:31])[n:28][cH:29][cH:30]2)[n:22]3)[CH2:12][CH2:13]1.[C:32]([CH3:33])([CH3:34])([CH3:35])[O:36][C:37](=[O:38])[n:39]1[n:40][c:41]([CH3:54])[c:42]([B:45]2[O:46][C:47]([CH3:48])([CH3:49])[C:50]([CH3:51])([CH3:52])[O:53]2)[c:43]1[CH3:44].[K+:60].[K+:61].[K+:62].[O:63]1[CH2:64][CH2:65][O:66][CH2:67][CH2:68]1.[OH2:69].[P:55]([O-:56])([O-:57])([O-:58])=[O:59]>>[C:1]([CH3:2])([CH3:3])([CH3:4])[O:5][C:6](=[O:7])[N:8]1[CH2:9][CH2:10][N:11]([c:14]2[cH:15][cH:16][c:17]3[c:18]([n:19]2)[nH:20][c:21]([C:23](=[O:24])[c:25]2[cH:26][c:27](-[c:42]4[c:41]([CH3:54])[n:40][n:39]([C:37]([O:36][C:32]([CH3:33])([CH3:34])[CH3:35])=[O:38])[c:43]4[CH3:44])[n:28][cH:29][cH:30]2)[n:22]3)[CH2:12][CH2:13]1. The reactants are CN(C)C1(Cc2ccccc2)CCC(O)CC1, CC(C)(C)[O-], CN(C)C=O, Fc1ccc(CCl)cc1, [K+]. Product: CN(C)C1(Cc2ccccc2)CCC(OCc2ccc(F)cc2)CC1. As a reaction SMILES: [CH2:1]([c:2]1[cH:3][cH:4][cH:5][cH:6][cH:7]1)[C:8]1([N:15]([CH3:16])[CH3:17])[CH2:9][CH2:10][CH:11]([OH:14])[CH2:12][CH2:13]1.[CH3:18][C:19]([CH3:20])([O-:21])[CH3:22].[CH3:33][N:34]([CH3:35])[CH:36]=[O:37].[F:24][c:25]1[cH:26][cH:27][c:28]([CH2:29][Cl:30])[cH:31][cH:32]1.[K+:23]>>[CH2:1]([c:2]1[cH:3][cH:4][cH:5][cH:6][cH:7]1)[C:8]1([N:15]([CH3:16])[CH3:17])[CH2:9][CH2:10][CH:11]([O:14][CH2:29][c:28]2[cH:27][cH:26][c:25]([F:24])[cH:32][cH:31]2)[CH2:12][CH2:13]1.